describe an organic reaction: reactants, conditions, products, and yield From a dataset of the Open Reaction Database (ORD), a public repository of structured organic reaction records. Solvent: Cl (HCl), Cl (HCl). Procedure: To a solution of 25 g (118.5 mmol) of 4-aminosalicylic acid sodium salt in 250 ml of methanol is bubbled in anhydrous HCl gas at room temperature. Addition of HCl gas is continued for 30 minutes. Excess methanol is removed in vacuo and the residue taken up in ethyl acetate and washed with saturated aqueous NaHCO3. The organic layer is dried over MgSO4, filtered and concentrated, giving methyl 4-aminosalicylate which is used directly in the next step. Reactants: [Na+].NC=1C=C(C(C(=O)[O-])=CC1)O (4-aminosalicylic acid sodium salt), CO (methanol). Reaction conditions: time 30 minute. Yields the product NC=1C=C(C(C(=O)OC)=CC1)O (methyl 4-aminosalicylate). RXN SMILES: [Na+].[NH2:2][C:3]1[CH:4]=[C:5]([OH:12])[C:6](=[CH:10][CH:11]=1)[C:7]([O-:9])=[O:8].[CH3:13]O>Cl>[NH2:2][C:3]1[CH:4]=[C:5]([OH:12])[C:6](=[CH:10][CH:11]=1)[C:7]([O:9][CH3:13])=[O:8] |f:0.1|. Reactants: aqueous solution, [OH-].[Na+] (sodium hydroxide), C(C)(C)(C)C1=C(C=C(C=C1)C(N)=O)NC(CC(CCCCC)C1=C(C=C(C=C1)COC(C)=O)OC)=O (N-(2-t-Butyl-5-carbamoylphenyl)-3-(4-acetoxymethyl-2-methoxyphenyl)octanamide), C(Cl)Cl (methylene chloride). The solvent is CO (methanol), CO (methanol). Conditions: time 40 minute. Yields the product C(C)(C)(C)C1=C(C=C(C=C1)C(N)=O)NC(CC(CCCCC)C1=C(C=C(C=C1)CO)OC)=O (N-(2-t-Butyl-5-carbamoylphenyl)-3-(4-hydroxymethyl-2-methoxyphenyl)octanamide). Isolated yield 88.4%. As a reaction SMILES: [OH-].[Na+].[C:3]([C:7]1[CH:12]=[CH:11][C:10]([C:13](=[O:15])[NH2:14])=[CH:9][C:8]=1[NH:16][C:17](=[O:38])[CH2:18][CH:19]([C:25]1[CH:30]=[CH:29][C:28]([CH2:31][O:32]C(=O)C)=[CH:27][C:26]=1[O:36][CH3:37])[CH2:20][CH2:21][CH2:22][CH2:23][CH3:24])([CH3:6])([CH3:5])[CH3:4].C(Cl)Cl>CO>[C:3]([C:7]1[CH:12]=[CH:11][C:10]([C:13](=[O:15])[NH2:14])=[CH:9][C:8]=1[NH:16][C:17](=[O:38])[CH2:18][CH:19]([C:25]1[CH:30]=[CH:29][C:28]([CH2:31][OH:32])=[CH:27][C:26]=1[O:36][CH3:37])[CH2:20][CH2:21][CH2:22][CH2:23][CH3:24])([CH3:4])([CH3:5])[CH3:6] |f:0.1|. Reported procedure: 3.0 ml of a 2 N aqueous solution of sodium hydroxide were added to a solution of 2.25 g (4.95 mmol) of N-(2-t-Butyl-5-carbamoylphenyl)-3-(4-acetoxymethyl-2-methoxyphenyl)octanamide (prepared as described in Example 108) in 15 ml of methanol, and the resulting mixture was stirred for 40 minutes. At the end of this time, the reaction mixture was freed from the solvent by distillation under reduced pressure, and the resulting residue was mixed with water. The aqueous mixture was extracted with ethy... The reactants are C(C)(CC)[BH-](C(C)CC)C(C)CC.[Li+] (lithium tri-s-butyl borohydride), FC1=NC(=CC=C1[C@H](C)N1C(C(O[C@H](C1)C)=O)=O)F ((S)-4-[(S)-1-(2,6-difluoropyridin-3-yl)ethyl]-6-methylmorpholin-2,3-dione), S(=O)(O)[O-].[Na+] (sodium hydrogensulfite), [OH-].[Na+] (sodium hydroxide), OO (hydrogen peroxide). Solvent: C1CCOC1 (THF), C1CCOC1 (THF), C1(=CC=CC=C1)C.C1CCOC1 (toluene THF). Conditions: time 2 hour. The product is FC1=NC(=CC=C1[C@H](C)N1C([C@H](OC(C1)C)O)=O)F ((S)-4-[(S)-1-(2,6-difluoropyridin-3-yl)ethyl]-2-hydroxy-6-methylmorpholin-3-one). Isolated yield 99.7%. As a reaction SMILES: C([BH-](C(CC)C)C(CC)C)(CC)C.[Li+].[F:15][C:16]1[C:21]([C@@H:22]([N:24]2[CH2:29][C@H:28]([CH3:30])[O:27][C:26](=[O:31])[C:25]2=[O:32])[CH3:23])=[CH:20][CH:19]=[C:18]([F:33])[N:17]=1.[OH-].[Na+].OO.S([O-])(O)=O.[Na+]>C1(C)C=CC=CC=1.C1COCC1.C1COCC1>[F:15][C:16]1[C:21]([C@@H:22]([N:24]2[CH2:29][CH:28]([CH3:30])[O:27][C@H:26]([OH:31])[C:25]2=[O:32])[CH3:23])=[CH:20][CH:19]=[C:18]([F:33])[N:17]=1 |f:0.1,3.4,6.7,8.9|. Procedure details: A THF solution (20 mL) of 1 M lithium tri-s-butyl borohydride was dropwise added to a THF solution of (S)-4-[(S)-1-(2,6-difluoropyridin-3-yl)ethyl]-6-methylmorpholin-2,3-dione (4.5 g) at −50° C. or below. The resulting reaction solution was stirred for 2 hr. To the reaction solution, a 5 N sodium hydroxide aqueous solution (1.66 mL) and 30% hydrogen peroxide aqueous solution (6.78 mL) were added in this order at −10° C. or below. The resulting reaction solution was stirred for 1 hr, and then sod...